From a dataset of the Open Reaction Database (ORD), a public repository of structured organic reaction records. describe an organic reaction: reactants, conditions, products, and yield Starting materials: CCOC(=O)CC(=O)OCC, COCCOC, Cc1cccc(CBr)c1F, [H-], [Na+], O. The product is CCOC(=O)C(Cc1cccc(C)c1F)C(=O)OCC. As a reaction SMILES: [C:3]([CH2:4][C:5](=[O:6])[O:7][CH2:8][CH3:9])(=[O:10])[O:11][CH2:12][CH3:13].[CH2:25]([CH2:26][O:27][CH3:28])[O:29][CH3:30].[F:14][c:15]1[c:16]([CH2:17][Br:18])[cH:19][cH:20][cH:21][c:22]1[CH3:23].[H-:1].[Na+:2].[OH2:24]>>[C:3]([CH:4]([C:5](=[O:6])[O:7][CH2:8][CH3:9])[CH2:17][c:16]1[c:15]([F:14])[c:22]([CH3:23])[cH:21][cH:20][cH:19]1)(=[O:10])[O:11][CH2:12][CH3:13]. The reactants are BrCCc1ccccc1, O=C([O-])[O-], CN(C)C=O, CCOC(C)=O, [K+], [K+], O=[N+]([O-])c1cc[nH]n1. Yields the product O=[N+]([O-])c1ccn(CCc2ccccc2)n1. RXN SMILES: [Br:15][CH2:16][CH2:17][c:18]1[cH:19][cH:20][cH:21][cH:22][cH:23]1.[C:9](=[O:10])([O-:11])[O-:12].[CH3:24][N:25]([CH3:26])[CH:27]=[O:28].[CH3:29][CH2:30][O:31][C:32]([CH3:33])=[O:34].[K+:13].[K+:14].[N+:1](=[O:2])([O-:3])[c:4]1[n:5][nH:6][cH:7][cH:8]1>>[N+:1](=[O:2])([O-:3])[c:4]1[n:5][n:6]([CH2:16][CH2:17][c:18]2[cH:19][cH:20][cH:21][cH:22][cH:23]2)[cH:7][cH:8]1. Reactants: FC(C(=O)OC(C(F)(F)F)=O)(F)F (triflouroacetic anhydride), C1(CCCC1)OC1=C(C=CC=C1OC)/C=C/C1=NC2=C(N1C1=CC=C(N=N1)C(=O)N)C=CC=C2 (6-{2-[(E)-2-(2-[Cyclopentyloxy]-3-methoxyphenyl)vinyl]-1H-benzimidazol-1-yl}pyridazine-3-carboxamide), product. The solvent is C(Cl)Cl (DCM). Reaction conditions: time 1 hour. Product: C1(CCCC1)OC1=C(C=CC=C1OC)/C=C/C1=NC2=C(N1C1=CC=C(N=N1)C#N)C=CC=C2 (6-{2-[(E)-2-(2-[Cyclopentyloxy]-3-methoxyphenyl)vinyl]-1H-benzimidazol-1-yl}pyridazine-3-carbonitrile), product. Reaction SMILES: [CH:1]1([O:6][C:7]2[C:12]([O:13][CH3:14])=[CH:11][CH:10]=[CH:9][C:8]=2/[CH:15]=[CH:16]/[C:17]2[N:21]([C:22]3[N:27]=[N:26][C:25]([C:28]([NH2:30])=O)=[CH:24][CH:23]=3)[C:20]3[CH:31]=[CH:32][CH:33]=[CH:34][C:19]=3[N:18]=2)[CH2:5][CH2:4][CH2:3][CH2:2]1.FC(F)(F)C(OC(=O)C(F)(F)F)=O>C(Cl)Cl>[CH:1]1([O:6][C:7]2[C:12]([O:13][CH3:14])=[CH:11][CH:10]=[CH:9][C:8]=2/[CH:15]=[CH:16]/[C:17]2[N:21]([C:22]3[N:27]=[N:26][C:25]([C:28]#[N:30])=[CH:24][CH:23]=3)[C:20]3[CH:31]=[CH:32][CH:33]=[CH:34][C:19]=3[N:18]=2)[CH2:2][CH2:3][CH2:4][CH2:5]1. Procedure details: The final compound was prepared by adding triethylamne (80.0 mg, 0.78 mmol) to a stirred solution of Step 2 product (121 mg, 0.263 mmol) dissolved in dry DCM (5 ml) follwed by addition of triflouroacetic anhydride (84 mg, 0.395 mmol) at 0° C., under nitrogen atmosphere and the reaction mixture stirred for 1 h. The reaction mixture was then extracted with CHCl3 and the combined organic layers washed with water, brine, dried (Na2SO4), filtered and concentrated under vaccum. The crude product was p...